describe an organic reaction: reactants, conditions, products, and yield From a dataset of the Open Reaction Database (ORD), a public repository of structured organic reaction records. The reactants are NC1=C(C=C(C=C1)OCC1=CC=C(C=C1)F)F (4-fluorophenylmethyl 4-amino-3-fluorophenyl ether), ClC(=O)OC(Cl)(Cl)Cl (trichloromethyl chloroformate). The solvent is C1(=CC=CC=C1)C (toluene). Reaction conditions: time 1 hour. Yields the product FC1=CC=C(C=C1)COC1=CC(=C(C=C1)N=C=O)F (4-(4 -fluorophenylmethoxy)-2-fluorophenyl isocyanate). Yield: 135.9%. Reaction SMILES: [NH2:1][C:2]1[CH:7]=[CH:6][C:5]([O:8][CH2:9][C:10]2[CH:15]=[CH:14][C:13]([F:16])=[CH:12][CH:11]=2)=[CH:4][C:3]=1[F:17].Cl[C:19](OC(Cl)(Cl)Cl)=[O:20]>C1(C)C=CC=CC=1>[F:16][C:13]1[CH:14]=[CH:15][C:10]([CH2:9][O:8][C:5]2[CH:6]=[CH:7][C:2]([N:1]=[C:19]=[O:20])=[C:3]([F:17])[CH:4]=2)=[CH:11][CH:12]=1. Procedure: To a solution of 6.50 g (0.0276 mole) of 4-fluorophenylmethyl 4-amino-3-fluorophenyl ether in toluene, stirring at room temperature, was slowly added 3.95 g (0.020 mole) of trichloromethyl chloroformate. During the addition a thick precipitate formed. Upon completion of addition, the reaction mixture was stirred for one hour at room temperature and then at reflux for approximately seventeen hours. The toluene was removed by distillation, leaving 7.10 g of 4-(4 -fluorophenylmethoxy)-2-fluoropheny... The reactants are [Si](C)(C)(C(C)(C)C)OCC(COCP(=O)(OCC)OCC)ON1C2=NC=NC(=C2N=C1)Cl (9-(1-t-butyldimethylsilyloxy-3-diethoxyphosphorylmethoxyprop-2-oxy)-6-chloropurine), N (ammonia). Run at temperature 120 celsius. Yields the product [Si](C)(C)(C(C)(C)C)OCC(COCP(=O)(OCC)OCC)ON1C2=NC=NC(=C2N=C1)N (9-(1-t-Butyldimethylsilyloxy-3-diethoxyphosphorylmethoxyprop-2-oxy)adenine). As a reaction SMILES: [Si:1]([O:8][CH2:9][CH:10]([O:22][N:23]1[CH:31]=[N:30][C:29]2[C:24]1=[N:25][CH:26]=[N:27][C:28]=2Cl)[CH2:11][O:12][CH2:13][P:14]([O:19][CH2:20][CH3:21])([O:16][CH2:17][CH3:18])=[O:15])([C:4]([CH3:7])([CH3:6])[CH3:5])([CH3:3])[CH3:2].[NH3:33]>>[Si:1]([O:8][CH2:9][CH:10]([O:22][N:23]1[CH:31]=[N:30][C:29]2[C:24]1=[N:25][CH:26]=[N:27][C:28]=2[NH2:33])[CH2:11][O:12][CH2:13][P:14]([O:19][CH2:20][CH3:21])([O:16][CH2:17][CH3:18])=[O:15])([C:4]([CH3:7])([CH3:6])[CH3:5])([CH3:3])[CH3:2]. Procedure: A solution of 9-(1-t-butyldimethylsilyloxy-3-diethoxyphosphorylmethoxyprop-2-oxy)-6-chloropurine (270mg, 0.53 mmol) in ethanolic ammonia (10 ml) was heated in a sealed: metal bomb at 120° C. for 2.5 hours before cooling for 16 hours. The solvent was evaporated, and the residue chromatographed on silica eluting with ethyl acetate-methanol (10:1-5:1)affording 9-(1-t-butyldimethylsilyloxy-3-diethoxyphosphorylmethoxyprop-2-oxy)adenine (182mg, 70%) as a clear gum; νmax (film) 3320, 1600, 1470, 1250, ... Reactants: O=C([O-])[O-], CS(C)=O, CCN, COC(C)(C)C, CC#CCOc1cc(Cl)ncn1, [K+], [K+]. The product is CC#CCOc1cc(NCC)ncn1. RXN SMILES: [C:17](=[O:18])([O-:19])[O-:20].[CH3:1][S:2]([CH3:3])=[O:4].[CH3:23][CH2:24][NH2:25].[CH3:26][O:27][C:28]([CH3:29])([CH3:30])[CH3:31].[Cl:5][c:6]1[n:7][cH:8][n:9][c:10]([O:12][CH2:13][C:14]#[C:15][CH3:16])[cH:11]1.[K+:21].[K+:22]>>[c:6]1([NH:25][CH2:24][CH3:23])[n:7][cH:8][n:9][c:10]([O:12][CH2:13][C:14]#[C:15][CH3:16])[cH:11]1. The reactants are O=C1CCC(=O)N1Br, ClCCl, COc1ccc(CCCO)cc1OC, c1ccc(P(c2ccccc2)c2ccccc2)cc1. Yields the product COc1ccc(CCCBr)cc1OC. RXN SMILES: [Br:34][N:35]1[C:36](=[O:37])[CH2:38][CH2:39][C:40]1=[O:41].[CH2:42]([Cl:43])[Cl:44].[CH3:1][O:2][c:3]1[cH:4][c:5]([CH2:11][CH2:12][CH2:13][OH:14])[cH:6][cH:7][c:8]1[O:9][CH3:10].[c:15]1([P:16]([c:17]2[cH:18][cH:19][cH:20][cH:21][cH:22]2)[c:23]2[cH:24][cH:25][cH:26][cH:27][cH:28]2)[cH:29][cH:30][cH:31][cH:32][cH:33]1>>[CH3:1][O:2][c:3]1[cH:4][c:5]([CH2:11][CH2:12][CH2:13][Br:34])[cH:6][cH:7][c:8]1[O:9][CH3:10].